From a dataset of the Open Reaction Database (ORD), a public repository of structured organic reaction records. describe an organic reaction: reactants, conditions, products, and yield Reactants: ClC=1C=C(C(=O)C2=C(C#N)C=CC=C2)C=C(N1)Cl (2-(2,6-dichloroisonicotinoyl)benzonitrile), CC(CS(=O)N)C (2-methyl-propanesulfinamide), CC(CS(=O)N)C (2-methyl-propanesulfinamide), CO (methanol), C(O)([O-])=O.[Na+] (sodium hydrogen carbonate), O1CCCC1 (tetrahydrofuran). Reagents/catalysts: [O-]CC.[Ti+4].[O-]CC.[O-]CC.[O-]CC (Titanium (IV) ethoxide), [O-]CC.[Ti+4].[O-]CC.[O-]CC.[O-]CC (titanium (IV) ethoxide). Yields the product C(#N)C1=C(C=CC=C1)\C(=N\S(=O)C(C)(C)C)\C1=CC(=NC(=C1)Cl)Cl ((E)-N-((2-Cyanophenyl)(2,6-dichloropyridin-4-yl)methylene)-2-methylpropane-2-sulfinamide). Yield: 44.0%. As a reaction SMILES: [Cl:1][C:2]1[CH:3]=[C:4]([CH:15]=[C:16]([Cl:18])[N:17]=1)[C:5]([C:7]1[CH:14]=[CH:13][CH:12]=[CH:11][C:8]=1[C:9]#[N:10])=O.CC(C)C[S:22]([NH2:24])=[O:23].[CH3:26]O.C(=O)([O-])O.[Na+].O1[CH2:37][CH2:36][CH2:35]C1>[O-]CC.[Ti+4].[O-]CC.[O-]CC.[O-]CC>[C:9]([C:8]1[CH:11]=[CH:12][CH:13]=[CH:14][C:7]=1/[C:5](/[C:4]1[CH:3]=[C:2]([Cl:1])[N:17]=[C:16]([Cl:18])[CH:15]=1)=[N:24]/[S:22]([C:36]([CH3:35])([CH3:37])[CH3:26])=[O:23])#[N:10] |f:3.4,6.7.8.9.10|. Procedure details: Titanium (IV) ethoxide (1M in tetrahydrofuran, 10.2 mL, 10.2 mmol) was added to a solution of 2-(2,6-dichloroisonicotinoyl)benzonitrile (Scheme #19, A, 1.0 g, 3.3 mmol) in tetrahydrofuran (5 mL) at room temperature. After 5 minutes 2-methyl-propanesulfinamide (0.48 g, 3.96 mmol) was added and the reaction mixture was refluxed over night. Additional amounts of titanium (IV) ethoxide (1M in tetrahydrofuran, 3.0 mL, 3.0 mmol) and 2-methyl-propanesulfinamide (0.2 g, 1.6 mmol) were added and the reac...